Dataset: the Open Reaction Database (ORD), a public repository of structured organic reaction records. Task: describe an organic reaction: reactants, conditions, products, and yield Starting materials: N[C@H](C(=O)N)CC ((2S)-2-aminobutyramide), OC1=C(CC(O1)=O)CCC (5-hydroxy-4-n-propyl-furan-2-one), Cl (HCl), N.C(C)(C)O (NH3 isopropanol). Solvent: C(C)(C)O (isopropanol). The product is O=C1N(C[C@@H](C1)CCC)[C@H](C(=O)N)CC ((2S)-2-((4R)-2-oxo-4-n-propyl-1-pyrrolidinyl)butanamide). As a reaction SMILES: [NH2:1][C@@H:2]([CH2:6][CH3:7])[C:3]([NH2:5])=[O:4].Cl.N.C(O)(C)C.O[C:15]1[O:19][C:18](=O)[CH2:17][C:16]=1[CH2:21][CH2:22][CH3:23]>C(O)(C)C>[O:19]=[C:18]1[CH2:17][C@@H:16]([CH2:21][CH2:22][CH3:23])[CH2:15][N:1]1[C@@H:2]([CH2:6][CH3:7])[C:3]([NH2:5])=[O:4] |f:2.3|. Procedure details: Example 1 is repeated except that in step 1.1 a solution of (2S)-2-aminobutyramide.HCl in isopropanol is used (27.72 g, 1.2 equivalent), which is neutralised with a NH3/isopropanol solution (3.4-3.7 mol/L). The resulting ammonium chloride is removed from this solution by filtration and the solution is directly used for reaction with 5-hydroxy-4-n-propyl-furan-2-one (23.62 g, 1.0 equivalent) without intermediate drying of the (2S)-2-aminobutyramide solution. Yield after separation of the two dias... The reactants are polymer ( 1b ), O1CCCC1 (tetrahydrofuran), C1(\C=C/C(=O)O1)=O (maleic anhydride), γ-hydroxy carboxylic acid, 5-ethylenebicyclo[2.2.1]hept-2-ene, 70C. Reagents/catalysts: N(=NC(C#N)(C)C)C(C#N)(C)C (2,2′-azobisisobutyronitrile). Solvent: CCCCCC (n-hexane). Yields the product C=C1C2C=CC(C1)C2.C1(\C=C/C(=O)O1)=O (5-methylenebicyclo[2.2.1]hept-2-ene maleic anhydride). The yield is 183.7%. Reaction SMILES: [C:1]1(=[O:7])[O:6][C:4](=[O:5])[CH:3]=[CH:2]1.O1[CH2:12][CH2:11][CH2:10][CH2:9]1>N(C(C)(C)C#N)=NC(C)(C)C#N.CCCCCC>[CH2:1]=[C:2]1[CH2:12][CH:11]2[CH2:4][CH:3]1[CH:9]=[CH:10]2.[C:4]1(=[O:5])[O:6][C:1](=[O:7])[CH:2]=[CH:3]1 |f:4.5|. Reported procedure: This synthesis example is directed to the synthesis of polymer (1b) (illustrated below as chemical formulas 14 or 15), a γ-hydroxy carboxylic acid structure. 21.2 g of 5-ethylenebicyclo[2.2.1]hept-2-ene, 19.6 g of maleic anhydride, 2.56 g of 2,2′-azobisisobutyronitrile, and 240 g of tetrahydrofuran were placed in a 500-ml, three-necked flask equipped with a thermometer, a condenser pipe, and a nitrogen inlet pipe, and the mixture was heated under reflux at 70C while introducing nitrogen for 8 hr... Reactants: ClCC(=O)C1=CC=C(C=C1)CCC1=CC=CC=C1 (4-chloroacetyl-bibenzyl), N1C=NC=C1 (imidazole), O (water). Run in CN(C=O)C (dimethylformamide). Product: N1(C=NC=C1)CC(=O)C1=CC=C(C=C1)CCC1=CC=CC=C1 (4-(N-imidazolyl-acetyl)-bibenzyl). The yield is 77.4%. RXN SMILES: [NH:1]1[CH:5]=[CH:4][N:3]=[CH:2]1.Cl[CH2:7][C:8]([C:10]1[CH:15]=[CH:14][C:13]([CH2:16][CH2:17][C:18]2[CH:23]=[CH:22][CH:21]=[CH:20][CH:19]=2)=[CH:12][CH:11]=1)=[O:9].O>CN(C)C=O>[N:1]1([CH2:7][C:8]([C:10]2[CH:15]=[CH:14][C:13]([CH2:16][CH2:17][C:18]3[CH:23]=[CH:22][CH:21]=[CH:20][CH:19]=3)=[CH:12][CH:11]=2)=[O:9])[CH:5]=[CH:4][N:3]=[CH:2]1. Procedure details: To a solution containing 3.4 g of imidazole in 5 ml of dimethylformamide, stirred at 0/+5° C., 2.58 g of 4-chloroacetyl-bibenzyl were slowly added. The reaction mixture was stirred for few minutes, then allowed to stand and then poured into water. The product thus formed was filtered off, purified by silica gel column chromatography (eluant: benzene/acetone) and then crystallized from ethyl acetate to give 2.24 g of the title compound melting at 134°-6° C. Yield 77%. Run at time 5 hour. RXN SMILES: [F:1][C:2]1[C:7]([F:8])=[CH:6][CH:5]=[CH:4][C:3]=1[CH:9]1[CH2:15][CH2:14][CH:13]([OH:16])[CH:12]([OH:17])[CH2:11][CH2:10]1.[Si:18](Cl)([C:21]([CH3:24])([CH3:23])[CH3:22])([CH3:20])[CH3:19].N1C=CN=C1.CCCCCC.CCOC(C)=O>CN(C=O)C.O>[Si:18]([O:17][CH:12]1[CH2:11][CH2:10][CH:9]([C:3]2[CH:4]=[CH:5][CH:6]=[C:7]([F:8])[C:2]=2[F:1])[CH2:15][CH2:14][CH:13]1[OH:16])([C:21]([CH3:24])([CH3:23])[CH3:22])([CH3:20])[CH3:19] |f:3.4|. Procedure: In a 250 mL round-bottomed flask (t=g) was added 5-(2,3-difluorophenyl)cycloheptane-1,2-diol (1.454 g, 6.0 mmol) (crude material, azeotroped with dry benzene) in DMF (20 mL) to give a colorless solution. TBS-Cl (0.995 g, 6.60 mmol) and imidazole (0.980 g, 14.40 mmol) were added, and the mixture was stirred at room temperature for 5 hours. TLC (2/1 hexane/EtOAc) indicated complete conversion to two main spots. It was diluted with water and extracted with EtOAc twice. The combined organic layers w... The solvent is CN(C)C=O (DMF), O (water). Yields the product [Si](C)(C)(C(C)(C)C)OC1C(CCC(CC1)C1=C(C(=CC=C1)F)F)O (2-(tert-butyldimethylsilyloxy)-5-(2,3-difluorophenyl)cycloheptanol). Reactants: CCCCCC.CCOC(=O)C (hexane EtOAc), [Si](C)(C)(C(C)(C)C)Cl (TBS-Cl), N1C=NC=C1 (imidazole), FC1=C(C=CC=C1F)C1CCC(C(CC1)O)O (5-(2,3-difluorophenyl)cycloheptane-1,2-diol). Starting materials: CN(C)C=O, COc1cc2ncnc(Cl)c2cc1OC, Nc1nc2ccc(NC(=O)c3ccc(OC(F)(F)F)cc3)cc2s1, C1COCCO1. The product is COc1cc2ncnc(Nc3nc4ccc(NC(=O)c5ccc(OC(F)(F)F)cc5)cc4s3)c2cc1OC. Reaction SMILES: [CH3:46][N:47]([CH3:48])[CH:49]=[O:50].[Cl:1][c:2]1[n:3][cH:4][n:5][c:6]2[cH:7][c:8]([O:14][CH3:15])[c:9]([O:12][CH3:13])[cH:10][c:11]12.[NH2:16][c:17]1[s:18][c:19]2[c:20]([n:21]1)[cH:22][cH:23][c:24]([NH:26][C:27]([c:28]1[cH:29][cH:30][c:31]([O:34][C:35]([F:36])([F:37])[F:38])[cH:32][cH:33]1)=[O:39])[cH:25]2.[O:40]1[CH2:41][CH2:42][O:43][CH2:44][CH2:45]1>>[c:2]1([NH:16][c:17]2[s:18][c:19]3[c:20]([n:21]2)[cH:22][cH:23][c:24]([NH:26][C:27]([c:28]2[cH:29][cH:30][c:31]([O:34][C:35]([F:36])([F:37])[F:38])[cH:32][cH:33]2)=[O:39])[cH:25]3)[n:3][cH:4][n:5][c:6]2[cH:7][c:8]([O:14][CH3:15])[c:9]([O:12][CH3:13])[cH:10][c:11]12. The reactants are C(C=C)(=O)Cl (acryloylchloride), OCCCCCCCCCCCC1=CC=C(C=C1)O (4-(11-hydroxyundecyl)-phenol), CN(C1=CC=CC=C1)C (N,N-dimethylaniline), O1CCCC1 (tetrahydrofuran). The solvent is C(C)OCC (diethyl ether). Conditions: time 3 hour. The product is C(C=C)(=O)OCCCCCCCCCCCC1=C(C=CC=C1)O (11-acryloyloxyundecyl phenol). Isolated yield 53.0%. RXN SMILES: [C:1](Cl)(=[O:4])[CH:2]=[CH2:3].[OH:6][CH2:7][CH2:8][CH2:9][CH2:10][CH2:11][CH2:12][CH2:13][CH2:14][CH2:15][CH2:16][CH2:17][C:18]1[CH:23]=[CH:22][C:21](O)=[CH:20][CH:19]=1.CN(C)C1C=CC=CC=1.[O:34]1CCCC1>C(OCC)C>[C:1]([O:6][CH2:7][CH2:8][CH2:9][CH2:10][CH2:11][CH2:12][CH2:13][CH2:14][CH2:15][CH2:16][CH2:17][C:18]1[CH:23]=[CH:22][CH:21]=[CH:20][C:19]=1[OH:34])(=[O:4])[CH:2]=[CH2:3]. Procedure details: 2.5 ml of acryloylchloride was added to a solution of 7.4 g of 4-(11-hydroxyundecyl)-phenol (D) and 3.9 ml of N,N-dimethylaniline in 60 ml of tetrahydrofuran, cooled in an ice bath. After stirring for three hours at room temperature, the solution was diluted with 60 ml of diethyl ether and extracted subsequently with 100 ml of water, 100 ml of 2.4 N HCl and 100 ml of a saturated NaCl solution. 4.74 g of 4-(11-acryloyloxyundecyl phenol (G, 53%) was obtained as a brown powder after drying over mag... The reactants are FC(S(=O)(=O)OCC12CC3CC(CC(C1)C3)C2)(F)F (1-adamantylmethyl trifluoromethanesulfonate), OC1=CC=C(C=C1)CCNC(OC(C)(C)C)=O (tert-butyl [2-(4-hydroxyphenyl)ethyl]carbamate), C([O-])([O-])=O.[Cs+].[Cs+] (cesium carbonate), O (water). Run in CN(C=O)C (dimethylformamide), CN(C=O)C (dimethylformamide). Reaction conditions: temperature 65 celsius, time 72 hour. Yields the product C12(CC3CC(CC(C1)C3)C2)COC2=CC=C(C=C2)CCNC(OC(C)(C)C)=O (tert-butyl {2-[4-(1-adamantylmethoxy)phenyl]ethyl}-carbamate), oil. The yield is 67.0%. Reaction SMILES: FC(F)(F)S([O:6][CH2:7][C:8]12[CH2:17][CH:12]3[CH2:13][CH:14]([CH2:16][CH:10]([CH2:11]3)[CH2:9]1)[CH2:15]2)(=O)=O.O[C:21]1[CH:26]=[CH:25][C:24]([CH2:27][CH2:28][NH:29][C:30](=[O:36])[O:31][C:32]([CH3:35])([CH3:34])[CH3:33])=[CH:23][CH:22]=1.C(=O)([O-])[O-].[Cs+].[Cs+].O>CN(C)C=O>[C:8]12([CH2:7][O:6][C:21]3[CH:22]=[CH:23][C:24]([CH2:27][CH2:28][NH:29][C:30](=[O:36])[O:31][C:32]([CH3:34])([CH3:33])[CH3:35])=[CH:25][CH:26]=3)[CH2:17][CH:12]3[CH2:13][CH:14]([CH2:16][CH:10]([CH2:11]3)[CH2:9]1)[CH2:15]2 |f:2.3.4|. Procedure details: To a solution of Intermediate 34 (4.2 g, 14.07 mmol) in anhydrous dimethylformamide (12 mL) and a solution of Intermediate 20 (0.98 g, 4.14 mmol) in anhydrous dimethylformamide (2 mL) was added cesium carbonate (1.8 g, 5.62 mmol). The reaction mixture was stirred at 65° C. for 72 hours. The crude was poured into water and extracted with ether. The organic layer was washed with a solution of sodium hydroxide 2N, water and brine. The solvent was removed under reduced pressure and the title compoun... The reactants are C(C1=CC=CC=C1)OC(=O)N[C@H](C(=O)O)C(C)(SC1=C(C=CC=C1)[N+](=O)[O-])C ((R)-2-(benzyloxycarbonylamino)-3-methyl-3-(2-nitrophenylthio)butanoic acid), [NH4+].[Cl-] (NH4Cl). The reagents and catalysts are [Zn] (Zn). The solvent is CO (MeOH). Yields the product NC1=C(C=CC=C1)SC([C@@H](C(=O)O)NC(=O)OCC1=CC=CC=C1)(C)C ((R)-3-(2-aminophenylthio)-2-(benzyloxycarbonylamino)-3-methylbutanoic acid). The yield is 99.9%. RXN SMILES: [CH2:1]([O:8][C:9]([NH:11][C@@H:12]([C:16]([CH3:28])([S:18][C:19]1[CH:24]=[CH:23][CH:22]=[CH:21][C:20]=1[N+:25]([O-])=O)[CH3:17])[C:13]([OH:15])=[O:14])=[O:10])[C:2]1[CH:7]=[CH:6][CH:5]=[CH:4][CH:3]=1.[NH4+].[Cl-]>CO.[Zn]>[NH2:25][C:20]1[CH:21]=[CH:22][CH:23]=[CH:24][C:19]=1[S:18][C:16]([CH3:28])([CH3:17])[C@H:12]([NH:11][C:9]([O:8][CH2:1][C:2]1[CH:7]=[CH:6][CH:5]=[CH:4][CH:3]=1)=[O:10])[C:13]([OH:15])=[O:14] |f:1.2|. Reported procedure: A mixture of (R)-2-(benzyloxycarbonylamino)-3-methyl-3-(2-nitrophenylthio)butanoic acid (18.3 g, 45.2 mmol, Eq: 1.00), NH4Cl (4.84 g, 90.5 mmol, Eq: 2) and Zn (45.9 g, 701 mmol, Eq: 15.5) in MeOH (500 mL) was heated at reflux for 6 h and the mixture was filtered through Celite. The filter cake was washed with hot MeOH. The filtrate was concentrated, the residue was tritrurated with H2O, 1:3 Et2O/Hexane and azeotroped with toluene. The resulting material was dried under vacuum to give (R)-3-(2-am...